This data is from the Open Reaction Database (ORD), a public repository of structured organic reaction records. The task is: describe an organic reaction: reactants, conditions, products, and yield The reactants are ClC1=CC2=C(OC(CO2)C(=O)OCC)C=C1Cl (ethyl 6,7-dichloro-1,4-benzodioxan-2-carboxylate), [OH-].[Na+] (sodium hydroxide). Solvent: C(C)O (ethanol). Product: ClC1=CC2=C(OC(CO2)C(=O)O)C=C1Cl (6,7-dichloro-1,4-benzodioxan-2-carboxylic acid). Yield: 75.7%. As a reaction SMILES: [Cl:1][C:2]1[C:16]([Cl:17])=[CH:15][C:5]2[O:6][CH:7]([C:10]([O:12]CC)=[O:11])[CH2:8][O:9][C:4]=2[CH:3]=1.[OH-].[Na+]>C(O)C>[Cl:1][C:2]1[C:16]([Cl:17])=[CH:15][C:5]2[O:6][CH:7]([C:10]([OH:12])=[O:11])[CH2:8][O:9][C:4]=2[CH:3]=1 |f:1.2|. Reported procedure: Hydrolysis of ethyl 6,7-dichloro-1,4-benzodioxan-2-carboxylate (5.0 g.) with sodium hydroxide (10%, 10.9 ml.) in ethanol (50 ml.) gave 6,7-dichloro-1,4-benzodioxan-2-carboxylic acid (3.4 g.) m.p. 155°-158° C. with a consistent NMR spectrum and identical Rf (TLC) with an authentic sample. Reactants: BrC1=C(C=C(C=C1F)N)F (4-bromo-3,5-difluoro-phenylamine), ferrous sulfate, [N+](=O)([O-])C1=CC=CC=C1 (nitrobenzene), S(O)(O)(=O)=O (sulfuric acid). Run in OCC(O)CO (glycerol). Product: BrC=1C(=C2C=CC=NC2=CC1F)F (6-Bromo-5,7-difluoro-quinoline). As a reaction SMILES: [Br:1][C:2]1[C:7]([F:8])=[CH:6][C:5]([NH2:9])=[CH:4][C:3]=1[F:10].[N+]([C:14]1[CH:19]=CC=C[CH:15]=1)([O-])=O.S(=O)(=O)(O)O>OCC(CO)O>[Br:1][C:2]1[C:7]([F:8])=[C:6]2[C:5](=[CH:4][C:3]=1[F:10])[N:9]=[CH:19][CH:14]=[CH:15]2. Reported procedure: A mixture of 4-bromo-3,5-difluoro-phenylamine (6.0 g, 28.8 mmole), ferrous sulfate (1.82 g), glycerol (8.6 mL), nitrobenzene (1.79 mL) and 5.0 ml of concentrated sulfuric acid (5 mL) was heated gently. After the first vigorous reaction, the mixture was heated to reflux for five hours. Nitrobenzene was removed by distillation in vacuo. The aqueous solution was acidified with glacial acetic acid, and dark brown precipitate separated, which was purified by flash chromatography (silica gel, petroleu... Reactants: CC(C)Oc1ccc(-c2noc(-c3ccc(S(=O)(=O)NCCC(=O)OC(C)(C)C)cc3)n2)cc1Cl, ClCCl, O=C(O)C(F)(F)F. The product is CC(C)Oc1ccc(-c2noc(-c3ccc(S(=O)(=O)NCCC(=O)O)cc3)n2)cc1Cl. Reaction SMILES: [Cl:1][c:2]1[cH:3][c:4](-[c:12]2[n:13][o:14][c:15](-[c:17]3[cH:18][cH:19][c:20]([S:23](=[O:24])(=[O:25])[NH:26][CH2:27][CH2:28][C:29](=[O:30])[O:31][C:32]([CH3:33])([CH3:34])[CH3:35])[cH:21][cH:22]3)[n:16]2)[cH:5][cH:6][c:7]1[O:8][CH:9]([CH3:10])[CH3:11].[Cl:43][CH2:44][Cl:45].[F:36][C:37]([F:38])([F:39])[C:40]([OH:41])=[O:42]>>[Cl:1][c:2]1[cH:3][c:4](-[c:12]2[n:13][o:14][c:15](-[c:17]3[cH:18][cH:19][c:20]([S:23](=[O:24])(=[O:25])[NH:26][CH2:27][CH2:28][C:29](=[O:30])[OH:31])[cH:21][cH:22]3)[n:16]2)[cH:5][cH:6][c:7]1[O:8][CH:9]([CH3:10])[CH3:11]. Starting materials: COC1(SC(=C(NC1=O)C)C1=CC=NC=C1)OC (2,2-Dimethoxy-5-methyl-6-(4-pyridinyl)-2H-1,4-thiazin-3(4H)-one), [OH-].[Na+] (sodium hydroxide). The solvent is Cl (hydrochloric acid). Conditions: time 30 minute. Product: CC=1N=C(SC1C1=CC=NC=C1)C(=O)OC (methyl 4-methyl-5-(4-pyridinyl)-thiazole-2-carboxylate). The yield is 89.8%. As a reaction SMILES: [CH3:1][O:2][C:3]1([O:17]C)[C:8](=O)[NH:7][C:6]([CH3:10])=[C:5]([C:11]2[CH:16]=[CH:15][N:14]=[CH:13][CH:12]=2)[S:4]1.[OH-].[Na+]>Cl>[CH3:10][C:6]1[N:7]=[C:8]([C:3]([O:2][CH3:1])=[O:17])[S:4][C:5]=1[C:11]1[CH:16]=[CH:15][N:14]=[CH:13][CH:12]=1 |f:1.2|. Reported procedure: 2,2-Dimethoxy-5-methyl-6-(4-pyridinyl)-2H-1,4-thiazin-3(4H)-one (200 mg) was dissolved in 2N hydrochloric acid (2 ml), and the mixture was allowed to stand at room temperature for 30 minutes. Then, the solution was made alkaline by addition of 2N aqueous sodium hydroxide under ice-cooling, and the resulting precipitates were collected by filtration. The precipitates were washed with water, air-dried, and was recrystallized from benzene-petroleum ether to give methyl 4-methyl-5-(4-pyridinyl)-thia... Starting materials: C#CCN1CCN(CC)CC1, NC(=O)C1(C(=O)N(c2ccc(F)cc2)c2ccc(Oc3ccnc4cc(I)sc34)c(F)c2)CC1. Yields the product CCN1CCN(CC#Cc2cc3nccc(Oc4ccc(N(C(=O)C5(C(N)=O)CC5)c5ccc(F)cc5)cc4F)c3s2)CC1. As a reaction SMILES: [CH2:35]([CH3:36])[N:37]1[CH2:38][CH2:39][N:40]([CH2:43][C:44]#[CH:45])[CH2:41][CH2:42]1.[F:1][c:2]1[cH:3][c:4]([N:19]([C:20](=[O:21])[C:22]2([C:25](=[O:26])[NH2:27])[CH2:23][CH2:24]2)[c:28]2[cH:29][cH:30][c:31]([F:34])[cH:32][cH:33]2)[cH:5][cH:6][c:7]1[O:8][c:9]1[c:10]2[c:11]([n:12][cH:13][cH:14]1)[cH:15][c:16]([I:18])[s:17]2>>[F:1][c:2]1[cH:3][c:4]([N:19]([C:20](=[O:21])[C:22]2([C:25](=[O:26])[NH2:27])[CH2:23][CH2:24]2)[c:28]2[cH:29][cH:30][c:31]([F:34])[cH:32][cH:33]2)[cH:5][cH:6][c:7]1[O:8][c:9]1[c:10]2[c:11]([n:12][cH:13][cH:14]1)[cH:15][c:16]([C:45]#[C:44][CH2:43][N:40]1[CH2:39][CH2:38][N:37]([CH2:35][CH3:36])[CH2:42][CH2:41]1)[s:17]2. Reactants: C[C@H]1COCCN1C=1C2=C(N=C(N1)C1=CC=C(N)C=C1)CN(CC2)C2=NC=CC=N2 ((S)-4-(4-(3-methylmorpholino)-7-(pyrimidin-2-yl)-5,6,7,8-tetrahydropyrido[3,4-d]pyrimidin-2-yl)aniline), O1CCN(CC1)C=1C2=C(N=C(N1)C1=CC=C(N)C=C1)CCN(C2)C2=NC=CC=N2 (4-(4-morpholino-6-(pyrimidin-2-yl)-5,6,7,8-tetrahydropyrido[4,3-d]pyrimidin-2-yl)aniline), CC1=NN=C(O1)N (5-methyl-1,3,4-oxadiazol-2-amine), C1(CC1)CN (cyclopropylmethylamine). Yields the product CC1=NN=C(O1)NC(=O)NC1=CC=C(C=C1)C=1N=C(C2=C(N1)CN(CC2)C2=NC=CC=N2)N2[C@H](COCC2)C ((S)-1-(5-methyl-1,3,4-oxadiazol-2-yl)-3-(4-(4-(3-methylmorpholino)-7-(pyrimidin-2-yl)-5,6,7,8-tetrahydropyrido[3,4-d]pyrimidin-2-yl)phenyl)urea). Reaction SMILES: [CH3:1][C@@H:2]1[N:7]([C:8]2[C:9]3[CH2:24][CH2:23][N:22]([C:25]4[N:30]=[CH:29][CH:28]=[CH:27][N:26]=4)[CH2:21][C:10]=3[N:11]=[C:12]([C:14]3[CH:20]=[CH:19][C:17]([NH2:18])=[CH:16][CH:15]=3)[N:13]=2)[CH2:6][CH2:5][O:4][CH2:3]1.[O:31]1CCN(C2C3CN(C4N=CC=CN=4)CCC=3N=C(C3C=CC(N)=CC=3)N=2)C[CH2:32]1.[CH3:60][C:61]1[O:65][C:64]([NH2:66])=[N:63][N:62]=1.C1(CN)CC1>>[CH3:60][C:61]1[O:65][C:64]([NH:66][C:32]([NH:18][C:17]2[CH:19]=[CH:20][C:14]([C:12]3[N:13]=[C:8]([N:7]4[CH2:6][CH2:5][O:4][CH2:3][C@@H:2]4[CH3:1])[C:9]4[CH2:24][CH2:23][N:22]([C:25]5[N:26]=[CH:27][CH:28]=[CH:29][N:30]=5)[CH2:21][C:10]=4[N:11]=3)=[CH:15][CH:16]=2)=[O:31])=[N:63][N:62]=1. Reported procedure: The title compound “of” was prepared by the general procedure of Example 30 substituting (S)-4-(4-(3-methylmorpholino)-7-(pyrimidin-2-yl)-5,6,7,8-tetrahydropyrido[3,4-d]pyrimidin-2-yl)aniline for 4-(4-morpholino-6-(pyrimidin-2-yl)-5,6,7,8-tetrahydropyrido[4,3-d]pyrimidin-2-yl)aniline and 5-methyl-1,3,4-oxadiazol-2-amine for cyclopropylmethylamine. LC-MS: m/z=+529 (M+H)+. Reactants: [OH-].[Na+] (sodium hydroxide), C1(=CC=CC=C1)S (thiophenol), C(C)(=O)OC(C)=O (acetic anhydride), [N+](=O)([O-])C1=C2C(C(=O)OC2=O)=CC(=C1)[N+](=O)[O-] (3,5-dinitrophthalic anhydride), O1CCCC1 (tetrahydrofuran). The reagents and catalysts are [Cl-].C(C1=CC=CC=C1)[N+](CC)(CC)CC (benzyltriethylammonium chloride). Solvent: C(Cl)Cl (methylene chloride). Yields the product [N+](=O)([O-])C1=CC(=C2C(C(=S)OC2=O)=C1)C1=CC=CC=C1 (5-Nitro-3-phenylthiophthalic anhydride). Reaction SMILES: [N+]([C:4]1[CH:14]=[C:13]([N+:15]([O-:17])=[O:16])[CH:12]=[C:6]2[C:7]([O:9][C:10](=[O:11])[C:5]=12)=O)([O-])=O.C1([SH:24])C=CC=CC=1.C(O[C:29](=O)[CH3:30])(=O)C.[OH-].[Na+].O1[CH2:38][CH2:37][CH2:36][CH2:35]1>[Cl-].C([N+](CC)(CC)CC)C1C=CC=CC=1.C(Cl)Cl>[N+:15]([C:13]1[CH:12]=[C:6]2[C:7]([O:9][C:10](=[O:11])[C:5]2=[C:4]([C:30]2[CH:29]=[CH:38][CH:37]=[CH:36][CH:35]=2)[CH:14]=1)=[S:24])([O-:17])=[O:16] |f:3.4,6.7|. Procedure: 5 g (21 mmols) of 3,5-dinitrophthalic anhydride are dissolved in 17 ml of tetrahydrofuran; 2.78 g (25.2 mmols) of thiophenol and 4.3 g (42 mmols) of acetic anhydride are then added. This solution is added dropwise, with vigorous stirring, to a mixture of 22.4 g of 30% sodium hydroxide solution, 47.8 mg (0.21 mmol) of benzyltriethylammonium chloride and 100 ml of methylene chloride.